Dataset: the Open Reaction Database (ORD), a public repository of structured organic reaction records. Task: describe an organic reaction: reactants, conditions, products, and yield The reactants are CC(C)(C)OC(=O)N1CCC(=O)CC1, CC(=O)O, NC1(C2CCN(Cc3ccccc3)C2)CC1, C=O, C1CCOC1, [Na+], [OH-]. The product is CN(C1CCN(C(=O)OC(C)(C)C)CC1)C1(C2CCN(Cc3ccccc3)C2)CC1. Reaction SMILES: [C:17]([CH3:18])([CH3:19])([CH3:20])[O:21][C:22](=[O:23])[N:24]1[CH2:25][CH2:26][C:27](=[O:30])[CH2:28][CH2:29]1.[C:40]([OH:41])(=[O:42])[CH3:43].[CH2:1]([c:2]1[cH:3][cH:4][cH:5][cH:6][cH:7]1)[N:8]1[CH2:9][CH:10]([C:13]2([NH2:16])[CH2:14][CH2:15]2)[CH2:11][CH2:12]1.[CH2:31]=[O:32].[CH2:35]1[O:36][CH2:37][CH2:38][CH2:39]1.[Na+:34].[OH-:33]>>[CH2:1]([c:2]1[cH:3][cH:4][cH:5][cH:6][cH:7]1)[N:8]1[CH2:9][CH:10]([C:13]2([N:16]([CH:27]3[CH2:26][CH2:25][N:24]([C:22]([O:21][C:17]([CH3:18])([CH3:19])[CH3:20])=[O:23])[CH2:29][CH2:28]3)[CH3:31])[CH2:14][CH2:15]2)[CH2:11][CH2:12]1. Starting materials: CC(C)(C)OC(=O)NC(CC(=O)OCc1ccccc1)CN1CCC(Oc2ccc(F)cc2)CC1, ClCCl, O=C(O)C(F)(F)F. Product: NC(CC(=O)OCc1ccccc1)CN1CCC(Oc2ccc(F)cc2)CC1. RXN SMILES: [CH2:1]([c:2]1[cH:3][cH:4][cH:5][cH:6][cH:7]1)[O:8][C:9]([CH2:10][CH:11]([CH2:12][N:13]1[CH2:14][CH2:15][CH:16]([O:19][c:20]2[cH:21][cH:22][c:23]([F:26])[cH:24][cH:25]2)[CH2:17][CH2:18]1)[NH:27][C:28]([O:29][C:30]([CH3:31])([CH3:32])[CH3:33])=[O:34])=[O:35].[Cl:43][CH2:44][Cl:45].[OH:36][C:37]([C:38]([F:39])([F:40])[F:41])=[O:42]>>[CH2:1]([c:2]1[cH:3][cH:4][cH:5][cH:6][cH:7]1)[O:8][C:9]([CH2:10][CH:11]([CH2:12][N:13]1[CH2:14][CH2:15][CH:16]([O:19][c:20]2[cH:21][cH:22][c:23]([F:26])[cH:24][cH:25]2)[CH2:17][CH2:18]1)[NH2:27])=[O:35]. Starting materials: CCc1cc(OCCc2cccc(NC)n2)cc2c1CC(CC(=O)O)c1ccccc1O2, CCO, [Na+], [OH-]. The product is CNc1cccc(CCOc2ccc3c(c2)Oc2ccccc2C(CC(=O)O)C3)n1. RXN SMILES: [CH2:1]([CH3:2])[c:3]1[cH:4][c:5]([O:22][CH2:23][CH2:24][c:25]2[n:26][c:27]([NH:31][CH3:32])[cH:28][cH:29][cH:30]2)[cH:6][c:7]2[c:13]1[CH2:12][CH:11]([CH2:14][C:15](=[O:16])[OH:17])[c:10]1[c:9]([cH:21][cH:20][cH:19][cH:18]1)[O:8]2.[CH3:35][CH2:36][OH:37].[Na+:34].[OH-:33]>>[cH:3]1[cH:4][c:5]([O:22][CH2:23][CH2:24][c:25]2[n:26][c:27]([NH:31][CH3:32])[cH:28][cH:29][cH:30]2)[cH:6][c:7]2[c:13]1[CH2:12][CH:11]([CH2:14][C:15](=[O:16])[OH:17])[c:10]1[c:9]([cH:21][cH:20][cH:19][cH:18]1)[O:8]2. The reactants are BrC=1C=C2C(C(=CN(C2=NC1)CC)C(=O)OCC)=O (ethyl 6-bromo-1-ethyl-4-oxo-1,4-dihydro-1,8-naphthyridine-3-carboxylate), BrC=1C=C2C(C(=CN(C2=NC1)CC)C(=O)OCC)=O (ethyl 6-bromo-1-ethyl-4-oxo-1,4-dihydro-1,8-naphthyridine-3-carboxylate), C(C)NC(NC1=CC(=C(C=N1)B(O)O)C=1SC=C(N1)C(F)(F)F)=O (6-(3-ethylureido)-4-(4-(trifluoromethyl)thiazol-2-yl)pyridin-3-ylboronic acid), C(C)NC(NC1=CC(=C(C=N1)B(O)O)C=1SC=C(N1)C(F)(F)F)=O (6-(3-ethylureido)-4-(4-(trifluoromethyl)thiazol-2-yl)pyridin-3-ylboronic acid), C([O-])([O-])=O.[Cs+].[Cs+] (cesium carbonate). The reagents and catalysts are [Pd].C1(=CC=CC=C1)P(C1=CC=CC=C1)C1=CC=CC=C1.C1(=CC=CC=C1)P(C1=CC=CC=C1)C1=CC=CC=C1.C1(=CC=CC=C1)P(C1=CC=CC=C1)C1=CC=CC=C1.C1(=CC=CC=C1)P(C1=CC=CC=C1)C1=CC=CC=C1 (tetrakis (triphenylphosphine) palladium). Solvent: O1CCOCC1.O (dioxane water). Reaction conditions: temperature 85 celsius. The product is C(C)N1C=C(C(C2=CC(=CN=C12)C=1C=NC(=CC1C=1SC=C(N1)C(F)(F)F)NC(NCC)=O)=O)C(=O)OCC (ethyl 1-ethyl-6-{6-[(ethylcarbamoyl)amino]-4-[4-(trifluoromethyl)-1,3-thiazol-2-yl]pyridin-3-yl}-4-oxo-1,4-dihydro-1,8-naphthyridine-3-carboxylate). Isolated yield 20.6%. As a reaction SMILES: Br[C:2]1[CH:3]=[C:4]2[C:9](=[N:10][CH:11]=1)[N:8]([CH2:12][CH3:13])[CH:7]=[C:6]([C:14]([O:16][CH2:17][CH3:18])=[O:15])[C:5]2=[O:19].[CH2:20]([NH:22][C:23](=[O:43])[NH:24][C:25]1[N:30]=[CH:29][C:28](B(O)O)=[C:27]([C:34]2[S:35][CH:36]=[C:37]([C:39]([F:42])([F:41])[F:40])[N:38]=2)[CH:26]=1)[CH3:21].C(=O)([O-])[O-].[Cs+].[Cs+]>O1CCOCC1.O.[Pd].C1(P(C2C=CC=CC=2)C2C=CC=CC=2)C=CC=CC=1.C1(P(C2C=CC=CC=2)C2C=CC=CC=2)C=CC=CC=1.C1(P(C2C=CC=CC=2)C2C=CC=CC=2)C=CC=CC=1.C1(P(C2C=CC=CC=2)C2C=CC=CC=2)C=CC=CC=1>[CH2:12]([N:8]1[C:9]2[C:4](=[CH:3][C:2]([C:28]3[CH:29]=[N:30][C:25]([NH:24][C:23](=[O:43])[NH:22][CH2:20][CH3:21])=[CH:26][C:27]=3[C:34]3[S:35][CH:36]=[C:37]([C:39]([F:42])([F:40])[F:41])[N:38]=3)=[CH:11][N:10]=2)[C:5](=[O:19])[C:6]([C:14]([O:16][CH2:17][CH3:18])=[O:15])=[CH:7]1)[CH3:13] |f:2.3.4,5.6,7.8.9.10.11|. Reported procedure: In a round bottomed flask, ethyl 6-bromo-1-ethyl-4-oxo-1,4-dihydro-1,8-naphthyridine-3-carboxylate (Intermediate 15, 400 mg, 1.3 mmol), 6-(3-ethylureido)-4-(4-(trifluoromethyl)thiazol-2-yl)pyridin-3-ylboronic acid (Intermediate 9, 700 mg, 1.72 mmol) and cesium carbonate (3.78 g, 2.46 mmol) were combined and suspended in 10 mL of dioxane:water (8:2). The suspension was purged with argon for 15 min. then tetrakis (triphenylphosphine) palladium (140 mg, 0.2 mmol) was added under argon atmosphere an... The reactants are BrC=1N=C2C(=NC1)NC(CN2CCN2CCOCC2)=O (6-Bromo-4-(2-morpholinoethyl)-3,4-dihydropyrazino[2,3-b]pyrazin-2(1H)-one), O1CCN(CC1)CCN (2-morpholinoethanamine), C(C)#N (acetonitrile), BrC=1C(=NC=C(N1)Br)NC(CI)=O (N-(3,5-Dibromopyrazin-2-yl)-2-iodoacetamide), C(C)(C)N(CC)C(C)C (diisopropylethylamine). Solvent: C(C)(=O)OCC (ethyl acetate), CO (methanol), C(C)(=O)OCC (ethyl acetate), hexanes. Run at temperature 45 celsius. The product is OC(C)(C)C1=CC=C(C=N1)C=1N=C2C(=NC1)NC(CN2CCN2CCOCC2)=O (6-(6-(2-Hydroxypropan-2-yl)pyridin-3-yl)-4-(2-morpholinoethyl)-3,4-dihydropyrazino[2,3-b]pyrazin-2(1H)-one). The yield is 56.0%. RXN SMILES: Br[C:2]1[N:3]=[C:4]2[N:11]([CH2:12][CH2:13][N:14]3[CH2:19][CH2:18][O:17][CH2:16][CH2:15]3)[CH2:10][C:9](=[O:20])[NH:8][C:5]2=[N:6][CH:7]=1.BrC1C(N[C:30](=[O:33])[CH2:31]I)=NC=C(Br)N=1.C(N([CH:40]([CH3:42])[CH3:41])CC)(C)C.O1CCN(CCN)C[CH2:44]1.[C:52](#[N:54])[CH3:53]>C(OCC)(=O)C.CO>[OH:33][C:30]([C:42]1[N:54]=[CH:52][C:53]([C:2]2[N:3]=[C:4]3[N:11]([CH2:12][CH2:13][N:14]4[CH2:19][CH2:18][O:17][CH2:16][CH2:15]4)[CH2:10][C:9](=[O:20])[NH:8][C:5]3=[N:6][CH:7]=2)=[CH:41][CH:40]=1)([CH3:44])[CH3:31]. Reported procedure: 6-Bromo-4-(2-morpholinoethyl)-3,4-dihydropyrazino[2,3-b]pyrazin-2(1H)-one. N-(3,5-Dibromopyrazin-2-yl)-2-iodoacetamide (0.5 g, 1.188 mmol), diisopropylethylamine (0.415 mL, 2.376 mmol) and 2-morpholinoethanamine (0.162 g, 1.248 mmol) were combined in acetonitrile (5 mL). The solution was heated to 45° C. for 1 h. Solution was condensed and diluted with 75% ethyl acetate in hexanes. The resulting solid was filtered and the filtrate collected and condensed followed by purification via Biotage chro... The reactants are C([O-])([O-])=O.[K+].[K+] (potassium carbonate), OC1=CC=C(C2=C1OC1=C2C=CC=C1)C=O (4-hydroxy dibenzo[b,d]furan-1-carbaldehyde), C(C)(C)Br (isopropyl bromide). The solvent is O (water), CN(C)C=O (DMF). Conditions: temperature 80 celsius, time 10 minute. The product is C(C)(C)OC1=CC=C(C2=C1OC1=C2C=CC=C1)C=O (4-isopropyloxy dibenzo[b,d]furan-1-carbaldehyde). The yield is 100.1%. RXN SMILES: [OH:1][C:2]1[C:7]2[O:8][C:9]3[CH:14]=[CH:13][CH:12]=[CH:11][C:10]=3[C:6]=2[C:5]([CH:15]=[O:16])=[CH:4][CH:3]=1.C(=O)([O-])[O-].[K+].[K+].[CH:23](Br)([CH3:25])[CH3:24]>CN(C=O)C.O>[CH:23]([O:1][C:2]1[C:7]2[O:8][C:9]3[CH:14]=[CH:13][CH:12]=[CH:11][C:10]=3[C:6]=2[C:5]([CH:15]=[O:16])=[CH:4][CH:3]=1)([CH3:25])[CH3:24] |f:1.2.3|. Procedure details: Intermediate 19 (500 mg, 2.358 mmol) was dissolved in dry DMF (5 ml). Anhydrous potassium carbonate (650 mg, 4.716 mmol) was added to the above solution and was stirred for 10 min. at 80° C. To this was added isopropyl bromide (431 mg, 3.537mmol) and the reaction mixture was stirred for 4 hrs. The reaction mixture was cooled to room temperature and diluted with water (100 ml) and extracted with ethyl acetate (3×50 ml). The organic extract was washed with water (50 ml) and brine solution (25 ml) ... Reactants: C1CCNCC1, CCCCCC(=O)O, Cc1ccccc1, CCOC(=O)CC(=O)C(Cl)(Cl)Cl, O=Cc1cccc([N+](=O)[O-])c1. Product: CCOC(=O)C(=Cc1cccc([N+](=O)[O-])c1)C(=O)C(Cl)(Cl)Cl. RXN SMILES: [CH2:24]1[CH2:25][CH2:26][NH:27][CH2:28][CH2:29]1.[CH3:30][CH2:31][CH2:32][CH2:33][CH2:34][C:35](=[O:36])[OH:37].[CH3:38][c:39]1[cH:40][cH:41][cH:42][cH:43][cH:44]1.[Cl:12][C:13]([C:14]([CH2:15][C:16](=[O:17])[O:18][CH2:19][CH3:20])=[O:21])([Cl:22])[Cl:23].[N+:1](=[O:2])([O-:3])[c:4]1[cH:5][c:6]([CH:7]=[O:8])[cH:9][cH:10][cH:11]1>>[N+:1](=[O:2])([O-:3])[c:4]1[cH:5][c:6]([CH:7]=[C:15]([C:14]([C:13]([Cl:12])([Cl:22])[Cl:23])=[O:21])[C:16](=[O:17])[O:18][CH2:19][CH3:20])[cH:9][cH:10][cH:11]1.